This data is from the Open Reaction Database (ORD), a public repository of structured organic reaction records. The task is: describe an organic reaction: reactants, conditions, products, and yield Reaction SMILES: [CH2:1]([CH3:2])[O:3][C:4]([CH2:5][CH:6]1[c:7]2[c:8]([cH:12][c:13]([O:17][c:18]3[n:19][cH:20][n:21][cH:22][cH:23]3)[cH:14][c:15]2[CH3:16])[B:9]([OH:11])[O:10]1)=[O:24].[CH2:28]1[O:29][CH2:30][CH2:31][CH2:32]1.[ClH:27].[Li+:26].[OH-:25].[OH2:33].[OH2:34]>>[O:3]=[C:4]([CH2:5][CH:6]1[c:7]2[c:8]([cH:12][c:13]([O:17][c:18]3[n:19][cH:20][n:21][cH:22][cH:23]3)[cH:14][c:15]2[CH3:16])[B:9]([OH:11])[O:10]1)[OH:24]. The product is Cc1cc(Oc2ccncn2)cc2c1C(CC(=O)O)OB2O. The reactants are CCOC(=O)CC1OB(O)c2cc(Oc3ccncn3)cc(C)c21, C1CCOC1, Cl, [Li+], [OH-], O, O. Reactants: O=C([O-])[O-], [Cs+], [Cs+], OC1CC(F)(F)C1, COC(=O)c1ccc(F)c([N+](=O)[O-])c1, CN(C)C=O, O. The product is COC(=O)c1ccc(OC2CC(F)(F)C2)c([N+](=O)[O-])c1. Reaction SMILES: [C:22](=[O:23])([O-:24])[O-:25].[Cs+:26].[Cs+:27].[F:15][C:16]1([F:21])[CH2:17][CH:18]([OH:20])[CH2:19]1.[F:1][c:2]1[c:3]([N+:12](=[O:13])[O-:14])[cH:4][c:5]([C:6](=[O:7])[O:8][CH3:9])[cH:10][cH:11]1.[O:29]=[CH:30][N:31]([CH3:32])[CH3:33].[OH2:28]>>[c:2]1([O:20][CH:18]2[CH2:17][C:16]([F:15])([F:21])[CH2:19]2)[c:3]([N+:12](=[O:13])[O-:14])[cH:4][c:5]([C:6](=[O:7])[O:8][CH3:9])[cH:10][cH:11]1. Starting materials: CC(C)CCn1ccc(N)n1, ClCCl, Cn1ccc(NC(=O)C(CC2CCCC2)c2ccc(S(C)(=O)=O)c(Cl)c2)n1, O=C(Cl)C(=O)Cl, Cc1cccc(C)n1. Yields the product CC(C)CCn1ccc(NC(=O)C(CC2CCCC2)c2ccc(S(C)(=O)=O)c(Cl)c2)n1. RXN SMILES: [CH2:42]([CH2:43][CH:44]([CH3:45])[CH3:46])[n:47]1[cH:48][cH:49][c:50]([NH2:51])[n:52]1.[CH2:53]([Cl:54])[Cl:55].[Cl:1][c:2]1[cH:3][c:4]([CH:12]([C:13](=[O:14])[NH:15][c:16]2[n:17][n:18]([CH3:21])[cH:19][cH:20]2)[CH2:22][CH:23]2[CH2:24][CH2:25][CH2:26][CH2:27]2)[cH:5][cH:6][c:7]1[S:8](=[O:9])(=[O:10])[CH3:11].[Cl:28][C:29]([C:30]([Cl:31])=[O:32])=[O:33].[n:34]1[c:35]([CH3:36])[cH:37][cH:38][cH:39][c:40]1[CH3:41]>>[Cl:1][c:2]1[cH:3][c:4]([CH:12]([C:13](=[O:14])[NH:15][c:16]2[n:17][n:18]([CH2:21][CH2:43][CH:44]([CH3:45])[CH3:46])[cH:19][cH:20]2)[CH2:22][CH:23]2[CH2:24][CH2:25][CH2:26][CH2:27]2)[cH:5][cH:6][c:7]1[S:8](=[O:9])(=[O:10])[CH3:11]. Reactants: CN(C)C1(Cc2ccccc2)CCN(Cc2ccccc2)CC1, CO, O=CO, O=C[O-], [NH4+]. Product: CN(C)C1(Cc2ccccc2)CCNCC1. As a reaction SMILES: [CH3:1][N:2]([C:3]1([CH2:16][c:17]2[cH:18][cH:19][cH:20][cH:21][cH:22]2)[CH2:4][CH2:5][N:6]([CH2:9][c:10]2[cH:11][cH:12][cH:13][cH:14][cH:15]2)[CH2:7][CH2:8]1)[CH3:23].[CH3:31][OH:32].[CH:24]([OH:25])=[O:26].[CH:27]([O-:28])=[O:29].[NH4+:30]>>[CH3:1][N:2]([C:3]1([CH2:16][c:17]2[cH:18][cH:19][cH:20][cH:21][cH:22]2)[CH2:4][CH2:5][NH:6][CH2:7][CH2:8]1)[CH3:23]. Starting materials: C(C)OC(C(C(=CN(C)C)C(C)C)=O)=O (3-isopropyl-4-dimethylamino-2-oxo-but-3-enoic acid ethyl ester), Cl.ClC1=C(C(=CC=C1)Cl)NN (2,6-dichlorophenylhydrazine hydrochloride), Cl (HCl). Run in CCO (EtOH). Reaction conditions: time 2 hour. Yields the product COC(=O)C=1N(N=CC1C(C)C)C1=C(C=CC=C1Cl)Cl (2-(2,6-Dichloro-phenyl)-4-isopropyl-2H-pyrazole-3-carboxylic acid methyl ester). The yield is 52.0%. Reaction SMILES: [CH2:1]([O:3][C:4](=[O:15])[C:5](=O)[C:6]([CH:11]([CH3:13])[CH3:12])=[CH:7][N:8](C)C)C.Cl.[Cl:17][C:18]1[CH:23]=[CH:22][CH:21]=[C:20]([Cl:24])[C:19]=1[NH:25]N.Cl>CCO>[CH3:1][O:3][C:4]([C:5]1[N:25]([C:19]2[C:18]([Cl:17])=[CH:23][CH:22]=[CH:21][C:20]=2[Cl:24])[N:8]=[CH:7][C:6]=1[CH:11]([CH3:13])[CH3:12])=[O:15] |f:1.2|. Procedure details: To a solution of 4-methyl-2-oxo-pentanoic acid methyl ester (3.8 g, 26 mmol) in N,N-dimethylformamide dimethyl acetal (7 mL, 52 mmol) is added p-toluenesulfonic acid monohydrate (30 mg). The mixture is stirred at 80° C. overnight. The reaction mixture is concentrated under reduced pressure to give 3-isopropyl-4-dimethylamino-2-oxo-but-3-enoic acid ethyl ester as an orange oil. To a solution of 3-isopropyl-4-dimethylamino-2-oxo-but-3-enoic acid ethyl ester and 2,6-dichlorophenylhydrazine hydrochl... Starting materials: C1COCCO1, COc1ccc(P2(=S)SP(=S)(c3ccc(OC)cc3)S2)cc1, O=C(Nc1cccc(-c2nn3ccccc3c2-c2ccnc(Nc3ccc4c(c3)OCCO4)n2)c1)c1ccccc1. Yields the product S=C(Nc1cccc(-c2nn3ccccc3c2-c2ccnc(Nc3ccc4c(c3)OCCO4)n2)c1)c1ccccc1. RXN SMILES: [CH2:64]1[O:65][CH2:66][CH2:67][O:68][CH2:69]1.[CH3:42][O:43][c:44]1[cH:45][cH:46][c:47]([P:48]2(=[S:51])[S:49][P:50]([c:52]3[cH:53][cH:54][c:55]([O:56][CH3:57])[cH:58][cH:59]3)(=[S:60])[S:61]2)[cH:62][cH:63]1.[O:1]1[CH2:2][CH2:3][O:4][c:5]2[c:6]1[cH:7][cH:8][c:9]([NH:11][c:12]1[n:13][cH:14][cH:15][c:16](-[c:18]3[c:19](-[c:27]4[cH:28][c:29]([NH:33][C:34]([c:35]5[cH:36][cH:37][cH:38][cH:39][cH:40]5)=[O:41])[cH:30][cH:31][cH:32]4)[n:20][n:21]4[c:22]3[cH:23][cH:24][cH:25][cH:26]4)[n:17]1)[cH:10]2>>[O:1]1[CH2:2][CH2:3][O:4][c:5]2[c:6]1[cH:7][cH:8][c:9]([NH:11][c:12]1[n:13][cH:14][cH:15][c:16](-[c:18]3[c:19](-[c:27]4[cH:28][c:29]([NH:33][C:34]([c:35]5[cH:36][cH:37][cH:38][cH:39][cH:40]5)=[S:51])[cH:30][cH:31][cH:32]4)[n:20][n:21]4[c:22]3[cH:23][cH:24][cH:25][cH:26]4)[n:17]1)[cH:10]2.